From a dataset of the Open Reaction Database (ORD), a public repository of structured organic reaction records. describe an organic reaction: reactants, conditions, products, and yield Starting materials: O=C1c2cc(Cl)ccc2CCn2cccc21, [I-], [K+]. Product: O=C1c2cc(I)ccc2CCn2cccc21. RXN SMILES: [Cl:3][c:4]1[cH:5][c:6]2[c:7]([cH:17][cH:18]1)[CH2:8][CH2:9][n:10]1[c:11]([cH:14][cH:15][cH:16]1)[C:12]2=[O:13].[I-:2].[K+:1]>>[I:2][c:4]1[cH:5][c:6]2[c:7]([cH:17][cH:18]1)[CH2:8][CH2:9][n:10]1[c:11]([cH:14][cH:15][cH:16]1)[C:12]2=[O:13]. Starting materials: COC=1N=CC2=C3C(=C4C(=C2C1)C=CC=C4)C=CC=C3 (3-methoxydibenzo[f,h]isoquinoline), Cl.N1=CC=CC=C1 (pyridine hydrochloride). Run in O (water). Product: C1=NC(=CC2=C3C(=C4C(=C12)C=CC=C4)C=CC=C3)O (dibenzo[f,h]isoquinolin-3-ol). The yield is 95.1%. RXN SMILES: C[O:2][C:3]1[N:4]=[CH:5][C:6]2[C:11]([CH:12]=1)=[C:10]1[CH:13]=[CH:14][CH:15]=[CH:16][C:9]1=[C:8]1[CH:17]=[CH:18][CH:19]=[CH:20][C:7]=21.Cl.N1C=CC=CC=1>O>[CH:5]1[C:6]2[C:11](=[C:10]3[CH:13]=[CH:14][CH:15]=[CH:16][C:9]3=[C:8]3[CH:17]=[CH:18][CH:19]=[CH:20][C:7]3=2)[CH:12]=[C:3]([OH:2])[N:4]=1 |f:1.2|. Reported procedure: 3-methoxydibenzo[f,h]isoquinoline (1.0 g, 3.9 mmol) and pyridine hydrochloride (4.5 g, 39 mmol) were heated at ca. 220° C. for 1.5 h. The reaction was cooled and water was added. The resulting solids were filtered, wash with water and dried in vacuum to give dibenzo[f,h]isoquinolin-3-ol (0.91 g, 95%).